describe an organic reaction: reactants, conditions, products, and yield From a dataset of the Open Reaction Database (ORD), a public repository of structured organic reaction records. Yields the product C(CCCCCCC)(=O)OCCC=1C=2N(C(=NC1C1=CC=CC=C1)N)N=CN2 (8-(2-octanoyloxyethyl)-7-phenyl-1,2,4-triazolo[2,3-c]pyrimidine-5-amine). Reaction SMILES: [OH:1][CH2:2][CH2:3][C:4]1[C:5]2[N:6]([N:17]=[CH:18][N:19]=2)[C:7]([NH2:16])=[N:8][C:9]=1[C:10]1[CH:15]=[CH:14][CH:13]=[CH:12][CH:11]=1.[C:20](Cl)(=[O:28])[CH2:21][CH2:22][CH2:23][CH2:24][CH2:25][CH2:26][CH3:27]>>[C:20]([O:1][CH2:2][CH2:3][C:4]1[C:5]2[N:6]([N:17]=[CH:18][N:19]=2)[C:7]([NH2:16])=[N:8][C:9]=1[C:10]1[CH:15]=[CH:14][CH:13]=[CH:12][CH:11]=1)(=[O:28])[CH2:21][CH2:22][CH2:23][CH2:24][CH2:25][CH2:26][CH3:27]. Reactants: product, OCCC=1C=2N(C(=NC1C1=CC=CC=C1)N)N=CN2 (8-(2-hydroxyethyl)-7-phenyl-1,2,4-triazolo[2,3-c]pyrimidine-5-amine), C(CCCCCCC)(=O)Cl (octanoyl chloride). Reported procedure: The title compound, m.p. 89°-91°, was prepared by the method of Example 2 using 5.1 g (0.02 mole) of the product compound of Example 1 and 3.25 g (0.02 mole) of octanoyl chloride, except that the solution was not divided before purification. The reactants are O=C([O-])O, CC(=O)Nc1cccc(-n2c(=O)c(C)nc3cccnc32)c1, Cl, [Na+]. Product: Cc1nc2cccnc2n(-c2cccc(N)c2)c1=O. As a reaction SMILES: [C:23](=[O:24])([OH:25])[O-:26].[CH3:1][c:2]1[n:3][c:4]2[c:5]([n:6](-[c:9]3[cH:10][c:11]([NH:15][C:16](=[O:17])[CH3:18])[cH:12][cH:13][cH:14]3)[c:7]1=[O:8])[n:19][cH:20][cH:21][cH:22]2.[ClH:28].[Na+:27]>>[CH3:1][c:2]1[n:3][c:4]2[c:5]([n:6](-[c:9]3[cH:10][c:11]([NH2:15])[cH:12][cH:13][cH:14]3)[c:7]1=[O:8])[n:19][cH:20][cH:21][cH:22]2. The reactants are C=CC(=O)OCCCCCCOc1ccc(C(=O)O)cc1, CN(C)c1ccc(N=Nc2ccc(N=Nc3ccc4c5c(cccc35)NC(c3ccc(O)cc3)N4)cc2)cc1, CN(C)c1ccncc1, C(=NC1CCCCC1)=NC1CCCCC1, ClCCl. Product: C=CC(=O)OCCCCCCOc1ccc(C(=O)Oc2ccc(C3Nc4cccc5c(N=Nc6ccc(N=Nc7ccc(N(C)C)cc7)cc6)ccc(c45)N3)cc2)cc1. RXN SMILES: [C:1]([CH:2]=[CH2:3])(=[O:4])[O:5][CH2:6][CH2:7][CH2:8][CH2:9][CH2:10][CH2:11][O:12][c:13]1[cH:14][cH:15][c:16]([C:17](=[O:18])[OH:19])[cH:20][cH:21]1.[CH3:37][N:38]([c:39]1[cH:40][cH:41][c:42]([N:45]=[N:46][c:47]2[cH:48][cH:49][c:50]([N:53]=[N:54][c:55]3[cH:56][cH:57][c:58]4[c:67]5[c:62]([cH:63][cH:64][cH:65][c:66]35)[NH:61][CH:60]([c:68]3[cH:69][cH:70][c:71]([OH:74])[cH:72][cH:73]3)[NH:59]4)[cH:51][cH:52]2)[cH:43][cH:44]1)[CH3:75].[CH3:76][N:77]([c:78]1[cH:79][cH:80][n:81][cH:82][cH:83]1)[CH3:84].[CH:22]1([N:23]=[C:24]=[N:25][CH:26]2[CH2:27][CH2:28][CH2:29][CH2:30][CH2:31]2)[CH2:32][CH2:33][CH2:34][CH2:35][CH2:36]1.[Cl:85][CH2:86][Cl:87]>>[C:1]([CH:2]=[CH2:3])(=[O:4])[O:5][CH2:6][CH2:7][CH2:8][CH2:9][CH2:10][CH2:11][O:12][c:13]1[cH:14][cH:15][c:16]([C:17](=[O:18])[O:19][c:71]2[cH:70][cH:69][c:68]([CH:60]3[NH:59][c:58]4[cH:57][cH:56][c:55]([N:54]=[N:53][c:50]5[cH:49][cH:48][c:47]([N:46]=[N:45][c:42]6[cH:41][cH:40][c:39]([N:38]([CH3:37])[CH3:75])[cH:44][cH:43]6)[cH:52][cH:51]5)[c:66]5[cH:65][cH:64][cH:63][c:62]([c:67]45)[NH:61]3)[cH:73][cH:72]2)[cH:20][cH:21]1. Reactants: C(C1=CC=CC=C1)NCCC1=CN(C2=CC=C(C(=C12)OC)F)C (N-Benzyl-2-(5-fluoro-4-methoxy-1-methyl-1H-indol-3-yl)ethanamine), FC=1C(=C2C(=CN(C2=CC1)C)CCO)OCCC1=CC=CC=C1 (2-(5-fluoro-1-methyl-4-phenethoxy-1H-indol-3-yl)ethanol). Product: FC=1C(=C2C(=CN(C2=CC1)C)CCN(C)C)OCCC1=CC=CC=C1 (2-(5-fluoro-1-methyl-4-phenethoxy-1H-indol-3-yl)-N,N-dimethylethanamine). Isolated yield 72.0%. As a reaction SMILES: [CH2:1]([NH:8][CH2:9]CC1C2C(=CC=C(F)C=2OC)N(C)C=1)C1C=CC=CC=1.[F:24][C:25]1[C:26]([O:38][CH2:39][CH2:40][C:41]2[CH:46]=[CH:45][CH:44]=[CH:43][CH:42]=2)=[C:27]2[C:31](=[CH:32][CH:33]=1)[N:30]([CH3:34])[CH:29]=[C:28]2[CH2:35][CH2:36]O>>[F:24][C:25]1[C:26]([O:38][CH2:39][CH2:40][C:41]2[CH:46]=[CH:45][CH:44]=[CH:43][CH:42]=2)=[C:27]2[C:31](=[CH:32][CH:33]=1)[N:30]([CH3:34])[CH:29]=[C:28]2[CH2:35][CH2:36][N:8]([CH3:9])[CH3:1]. Reported procedure: Following the procedure (step 6, scheme 17) used to prepare compound 17-7, compound 18-1 gave compound 18-2 in 72% yield as a colorless oil, which was converted to the hydrochloride salt. 1H NMR (DMSO-d6, 300 MHz) δ (ppm) (HCl salt): 9.92 (br, 1H), 7.23-7.32 (m, 5H), 7.21 (s, 1H), 7.10 (dd, J=9.1, 4.1 Hz, 1H), 7.04 (dd, J=12.1, 8.8 Hz, 1H), 4.40 (td, J=7.4, 1.6 Hz, 2H), 3.70 (s, 3H), 3.16-3.21 (m, 2H), 3.11 (t, J=7.1 Hz, 2H), 3.00-3.06 (m, 2H), 2.73 (s, 6H). LRMS: calc 340.2 found 341.2 [MH]+. Starting materials: C(C1=CC=CC=C1)OC1=C(C=C(C=O)C=C1)OCCCOC (4-benzyloxy-3-(3-methoxypropyloxy)-benzaldehyde), B(=O)[O-].[Na+] (sodium boranate). The solvent is C(C)O.O (ethanol water), mixture, C(C)O.O (ethanol water). Conditions: temperature 0 celsius, time 1 hour. The product is C(C1=CC=CC=C1)OC1=C(C=C(CO)C=C1)OCCCOC (4-Benzyloxy-3-(3-methoxypropyloxy)-benzyl alcohol). As a reaction SMILES: [CH2:1]([O:8][C:9]1[CH:16]=[CH:15][C:12]([CH:13]=[O:14])=[CH:11][C:10]=1[O:17][CH2:18][CH2:19][CH2:20][O:21][CH3:22])[C:2]1[CH:7]=[CH:6][CH:5]=[CH:4][CH:3]=1.B([O-])=O.[Na+]>C(O)C.O>[CH2:1]([O:8][C:9]1[CH:16]=[CH:15][C:12]([CH2:13][OH:14])=[CH:11][C:10]=1[O:17][CH2:18][CH2:19][CH2:20][O:21][CH3:22])[C:2]1[CH:3]=[CH:4][CH:5]=[CH:6][CH:7]=1 |f:1.2,3.4|. Procedure details: A solution of 31 g of 4-benzyloxy-3-(3-methoxypropyloxy)-benzaldehyde in 530 ml of ethanol/water=8:2 is added dropwise to a suspension, stirred at 0° C., of 11.74 g of sodium boranate in 530 ml of a mixture of ethanol/water=8:2. The reaction mixture is stirred for one hour at 0° C. and is then concentrated by evaporation. The residue is partitioned between diethyl ether and water. The combined organic phases are dried over sodium sulfate and concentrated by evaporation, and the residue is purifi...